Dataset: the Open Reaction Database (ORD), a public repository of structured organic reaction records. Task: describe an organic reaction: reactants, conditions, products, and yield Reactants: ClC=1C(=C(C=C(C1CC)Cl)S(=O)(=O)O)O (3,5-dichloro-4-ethyl-2-hydroxybenzenesulfonic acid), [N+](=O)(O)[O-] (nitric acid). Product: aimed product, ClC1=C(C(=CC(=C1CC)Cl)[N+](=O)[O-])O (2,4-dichloro-3-ethyl-6-nitrophenol). Isolated yield 83.4%. Reaction SMILES: [Cl:1][C:2]1[C:3]([OH:15])=[C:4](S(O)(=O)=O)[CH:5]=[C:6]([Cl:10])[C:7]=1[CH2:8][CH3:9].[N+:16]([O-])([OH:18])=[O:17]>>[Cl:1][C:2]1[C:7]([CH2:8][CH3:9])=[C:6]([Cl:10])[CH:5]=[C:4]([N+:16]([O-:18])=[O:17])[C:3]=1[OH:15]. Procedure: In the same manner as in Example 13 except that an aqueous solution of 3,5-dichloro-4-ethyl-2-hydroxybenzenesulfonic acid is added dropwise to a 50% aqueous nitric acid solution which have been preliminarily charged, the aimed product of 2,4-dichloro-3-ethyl-6-nitrophenol is obtained. Reactants: CCO, CCOC(=O)c1ccc(-c2c(OC)cccc2OC)c(-c2ccc(Cl)c(OCCCN(C)C)c2)n1, Cl, [K+], [OH-]. Product: COc1cccc(OC)c1-c1ccc(C(=O)O)nc1-c1ccc(Cl)c(OCCCN(C)C)c1. Reaction SMILES: [CH3:39][CH2:40][OH:41].[Cl:3][c:4]1[c:5]([O:31][CH2:32][CH2:33][CH2:34][N:35]([CH3:36])[CH3:37])[cH:6][c:7](-[c:10]2[c:11](-[c:21]3[c:22]([O:29][CH3:30])[cH:23][cH:24][cH:25][c:26]3[O:27][CH3:28])[cH:12][cH:13][c:14]([C:16](=[O:17])[O:18][CH2:19][CH3:20])[n:15]2)[cH:8][cH:9]1.[ClH:38].[K+:2].[OH-:1]>>[Cl:3][c:4]1[c:5]([O:31][CH2:32][CH2:33][CH2:34][N:35]([CH3:36])[CH3:37])[cH:6][c:7](-[c:10]2[c:11](-[c:21]3[c:22]([O:29][CH3:30])[cH:23][cH:24][cH:25][c:26]3[O:27][CH3:28])[cH:12][cH:13][c:14]([C:16](=[O:17])[OH:18])[n:15]2)[cH:8][cH:9]1.